Dataset: the Open Reaction Database (ORD), a public repository of structured organic reaction records. Task: describe an organic reaction: reactants, conditions, products, and yield Reactants: C(CCCCC)N=C=O (hexyl isocyanate), COC=1C=C2C(=CC=NC2=CC1OC)OC1=CC=C(C=C1)N (6,7-Dimethoxy-4-(4-aminophenoxy)quinoline), O (water). Solvent: CN(C=O)C (N,N-dimethylformamide). Reaction conditions: temperature 60 celsius, time 15 hour. Product: C(CCCCC)NC(=O)NC1=CC=C(C=C1)OC1=CC=NC2=CC(=C(C=C12)OC)OC (N-Hexyl-N'-{4-[(6,7-dimethoxy-4-quinolyl)oxy]phenyl}urea). Yield: 84.0%. As a reaction SMILES: [CH3:1][O:2][C:3]1[CH:4]=[C:5]2[C:10](=[CH:11][C:12]=1[O:13][CH3:14])[N:9]=[CH:8][CH:7]=[C:6]2[O:15][C:16]1[CH:21]=[CH:20][C:19]([NH2:22])=[CH:18][CH:17]=1.[CH2:23]([N:29]=[C:30]=[O:31])[CH2:24][CH2:25][CH2:26][CH2:27][CH3:28].O>CN(C)C=O>[CH2:23]([NH:29][C:30]([NH:22][C:19]1[CH:18]=[CH:17][C:16]([O:15][C:6]2[C:5]3[C:10](=[CH:11][C:12]([O:13][CH3:14])=[C:3]([O:2][CH3:1])[CH:4]=3)[N:9]=[CH:8][CH:7]=2)=[CH:21][CH:20]=1)=[O:31])[CH2:24][CH2:25][CH2:26][CH2:27][CH3:28]. Procedure details: 6,7-Dimethoxy-4-(4-aminophenoxy)quinoline (52 mg) was dissolved in N,N-dimethylformamide (3 ml), hexyl isocyanate (0.2 ml) was added, and the admixture was stirred at 60° C. for 15 hours. After the addition of water, the reaction mixture was extracted 2 times with ethyl acetate, and the organic layer was then washed with brine and dried with anhydrous sodium sulfate. The solvent was removed by reduced-pressure distillation, and the resulting residue was purified by column chromatography on silic... The reactants are C1COCCO1, CC(C)(C)OC(=O)NC1(c2ccc(-c3nc4ccc(Cl)nc4cc3-c3ccccc3)cc2)CCC1, NN. Product: CC(C)(C)OC(=O)NC1(c2ccc(-c3nc4ccc(NN)nc4cc3-c3ccccc3)cc2)CCC1. Reaction SMILES: [CH2:38]1[O:39][CH2:40][CH2:41][O:42][CH2:43]1.[Cl:1][c:2]1[n:3][c:4]2[cH:5][c:6](-[c:30]3[cH:31][cH:32][cH:33][cH:34][cH:35]3)[c:7](-[c:12]3[cH:13][cH:14][c:15]([C:18]4([NH:22][C:23]([O:24][C:25]([CH3:26])([CH3:27])[CH3:28])=[O:29])[CH2:19][CH2:20][CH2:21]4)[cH:16][cH:17]3)[n:8][c:9]2[cH:10][cH:11]1.[NH2:36][NH2:37]>>[c:2]1([NH:36][NH2:37])[n:3][c:4]2[cH:5][c:6](-[c:30]3[cH:31][cH:32][cH:33][cH:34][cH:35]3)[c:7](-[c:12]3[cH:13][cH:14][c:15]([C:18]4([NH:22][C:23]([O:24][C:25]([CH3:26])([CH3:27])[CH3:28])=[O:29])[CH2:19][CH2:20][CH2:21]4)[cH:16][cH:17]3)[n:8][c:9]2[cH:10][cH:11]1. Starting materials: CCOC(C)=O, Cn1c(=O)[nH]c(=O)n(-c2cc([N+](=O)[O-])c(F)cc2Cl)c1=O, [H][H]. Product: Cn1c(=O)[nH]c(=O)n(-c2cc(N)c(F)cc2Cl)c1=O. Reaction SMILES: [CH3:24][CH2:25][O:26][C:27](=[O:28])[CH3:29].[Cl:1][c:2]1[c:3](-[n:12]2[c:13](=[O:21])[n:14]([CH3:20])[c:15](=[O:19])[nH:16][c:17]2=[O:18])[cH:4][c:5]([N+:9]([O-:10])=[O:11])[c:6]([F:8])[cH:7]1.[H:22][H:23]>>[Cl:1][c:2]1[c:3](-[n:12]2[c:13](=[O:21])[n:14]([CH3:20])[c:15](=[O:19])[nH:16][c:17]2=[O:18])[cH:4][c:5]([NH2:9])[c:6]([F:8])[cH:7]1. Starting materials: NCC1CCCCC1, O=C(O)c1ccc(CN2C(=O)C3(COc4cc5c(cc43)CCO5)c3ccccc32)cc1, O=C(O)c1cccc(CN2C(=O)C3(COc4cc5c(cc43)CCO5)c3ccccc32)c1, NCCc1cccs1. The product is O=C(NCCc1cccs1)c1ccc(CN2C(=O)C3(COc4cc5c(cc43)CCO5)c3ccccc32)cc1. RXN SMILES: [CH:9]1([CH2:10][NH2:11])[CH2:12][CH2:13][CH2:14][CH2:15][CH2:16]1.[O:17]=[C:18]1[N:19]([CH2:38][c:39]2[cH:40][cH:41][c:42]([C:43](=[O:44])[OH:45])[cH:46][cH:47]2)[c:20]2[cH:21][cH:22][cH:23][cH:24][c:25]2[C:26]12[c:27]1[c:28]([cH:31][c:32]3[c:36]([cH:37]1)[CH2:35][CH2:34][O:33]3)[O:29][CH2:30]2.[O:48]=[C:49]1[C:50]2([CH2:51][O:52][c:53]3[cH:54][c:55]4[c:56]([cH:57][c:58]32)[CH2:59][CH2:60][O:61]4)[c:62]2[c:63]([cH:64][cH:65][cH:66][cH:67]2)[N:68]1[CH2:69][c:70]1[cH:71][c:72]([C:76]([OH:77])=[O:78])[cH:73][cH:74][cH:75]1.[s:1]1[c:2]([CH2:6][CH2:7][NH2:8])[cH:3][cH:4][cH:5]1>>[s:1]1[c:2]([CH2:6][CH2:7][NH:8][C:43]([c:42]2[cH:41][cH:40][c:39]([CH2:38][N:19]3[C:18](=[O:17])[C:26]4([c:25]5[c:20]3[cH:21][cH:22][cH:23][cH:24]5)[c:27]3[c:28]([cH:31][c:32]5[c:36]([cH:37]3)[CH2:35][CH2:34][O:33]5)[O:29][CH2:30]4)[cH:47][cH:46]2)=[O:44])[cH:3][cH:4][cH:5]1. The reactants are N(=[N+]=[N-])C(COC1CCC2=C(N=C(O2)C2=CC(=C(C=C2)OCC2CC2)Cl)C1)C (5-(2-azidopropoxy)-2-(3-chloro-4-(cyclopropylmethoxy)phenyl)-4,5,6,7-tetrahydro-1,3-benzoxazole), C1(=CC=CC=C1)P(C1=CC=CC=C1)C1=CC=CC=C1 (triphenylphosphine), O (water). Solvent: C1CCOC1 (THF). Reaction conditions: temperature 60 celsius, time 8 hour. The product is ClC=1C=C(C=CC1OCC1CC1)C=1OC2=C(N1)CC(CC2)OCC(C)NC(C)=O (N-(1-((2-(3-chloro-4-(cyclopropylmethoxy)phenyl)-4,5,6,7-tetrahydro-1,3-benzoxazol-5-yl)oxy)propan-2-yl)acetamide). As a reaction SMILES: [N:1]([CH:4]([CH3:28])[CH2:5][O:6][CH:7]1[CH2:27][C:11]2[N:12]=[C:13]([C:15]3[CH:20]=[CH:19][C:18]([O:21][CH2:22][CH:23]4[CH2:25][CH2:24]4)=[C:17]([Cl:26])[CH:16]=3)[O:14][C:10]=2[CH2:9][CH2:8]1)=[N+]=[N-].C1(P([C:42]2[CH:47]=CC=CC=2)C2C=CC=CC=2)C=CC=CC=1.[OH2:48]>C1COCC1>[Cl:26][C:17]1[CH:16]=[C:15]([C:13]2[O:14][C:10]3[CH2:9][CH2:8][CH:7]([O:6][CH2:5][CH:4]([NH:1][C:47](=[O:48])[CH3:42])[CH3:28])[CH2:27][C:11]=3[N:12]=2)[CH:20]=[CH:19][C:18]=1[O:21][CH2:22][CH:23]1[CH2:25][CH2:24]1. Reported procedure: To a solution of 5-(2-azidopropoxy)-2-(3-chloro-4-(cyclopropylmethoxy)phenyl)-4,5,6,7-tetrahydro-1,3-benzoxazole (3.40 g) in THF (30 mL) were added triphenylphosphine (2.66 g) and water (5 mL), and the mixture was stirred overnight at 60° C. The solvent was evaporated under reduced pressure, and the obtained residue was purified by silica gel column chromatography (NH, hexane/ethyl acetate). To the obtained oil were added pyridine (10 mL) and acetic anhydride (10 mL), and the mixture was stirred... Reactants: CN(C(C)C1=NC=2CCC(CC2C(=N1)O)(C)C)C (2-[1-(dimethylamino)ethyl]-6,6-dimethyl-5,6,7,8-tetrahydroquinazolin-4-ol), C(Cl)(Cl)Cl (chloroform). Solvent: P(=O)(Cl)(Cl)Cl (phosphorous oxychloride). Run at time 15 minute. The product is ClC1=NC(=NC=2CCC(CC12)(C)C)C(C)N(C)C (1-(4-chloro-6,6-dimethyl-5,6,7,8-tetrahydroquinazolin-2-yl)-N,N-dimethylethanamine). The yield is 85.0%. RXN SMILES: [CH3:1][N:2]([CH3:18])[CH:3]([C:5]1[N:14]=[C:13](O)[C:12]2[CH2:11][C:10]([CH3:17])([CH3:16])[CH2:9][CH2:8][C:7]=2[N:6]=1)[CH3:4].C(Cl)(Cl)[Cl:20]>P(Cl)(Cl)(Cl)=O>[Cl:20][C:13]1[C:12]2[CH2:11][C:10]([CH3:17])([CH3:16])[CH2:9][CH2:8][C:7]=2[N:6]=[C:5]([CH:3]([N:2]([CH3:18])[CH3:1])[CH3:4])[N:14]=1. Reported procedure: A solution of 2-[1-(dimethylamino)ethyl]-6,6-dimethyl-5,6,7,8-tetrahydroquinazolin-4-ol (50 mg, 0.20 mmol) in a mixture of chloroform (1.5 mL) and phosphorous oxychloride (0.5 mL) was heated to reflux for 90 minutes. After cooling to room temperature the reaction mixture was concentrated and the residue was partitioned between saturated aqueous sodium bicarbonate (20 mL) and ethyl acetate (20 mL). The mixture was stirred for 15 minutes and pH was maintained above 7 by the addition of solid sodiu... Reactants: C(C=1C(C(=O)O)=CC=CC1)(=O)O (phthalic acid), C([O-])(O)=O.[Na+] (sodium bicarbonate), C=C1CCN(CC1)C(=O)OC(C)(C)C (tert-butyl 4-methylene-1-piperidinecarboxylate). The solvent is CO (methanol). Conditions: time 1 day. The product is O1CC12CCN(CC2)C(=O)OC(C)(C)C (tert-butyl 1-oxa-6-azaspiro[2.5]octane-6-carboxylate). Isolated yield 83.6%. RXN SMILES: [CH2:1]=[C:2]1[CH2:7][CH2:6][N:5]([C:8]([O:10][C:11]([CH3:14])([CH3:13])[CH3:12])=[O:9])[CH2:4][CH2:3]1.C(O)(=O)C1C(=CC=CC=1)C(O)=[O:19].C(=O)(O)[O-].[Na+]>CO>[O:19]1[C:2]2([CH2:7][CH2:6][N:5]([C:8]([O:10][C:11]([CH3:14])([CH3:13])[CH3:12])=[O:9])[CH2:4][CH2:3]2)[CH2:1]1 |f:2.3|. Procedure: 13.5 g of tert-butyl 4-methylene-1-piperidinecarboxylate was dissolved in 300 ml methanol, and 28.3 g phthalic acid monoperacid magnesium salt and 8.62 g sodium bicarbonate were added thereto, and the mixture was stirred at room temperature for 1 day. The reaction solution was filtered through Celite, and the resulting filtrate was evaporated. Ethyl acetate was added to the resulting residue which was then washed with water and brine, dried over anhydrous magnesium sulfate, and then filtered. Th... Starting materials: [C-]#N, CN1CCC(=C2c3ccccc3CCc3ccc(Br)cc32)CC1, CN(C)C=O, ClC(Cl)Cl, N#C[Na], O, c1ccccc1. The product is CN1CCC(=C2c3ccccc3CCc3ccc(C#N)cc32)CC1. As a reaction SMILES: [C-:24]#[N:25].[CH3:1][N:2]1[CH2:3][CH2:4][C:5](=[C:8]2[c:9]3[c:10]([cH:20][cH:21][cH:22][cH:23]3)[CH2:11][CH2:12][c:13]3[c:14]2[cH:15][c:16]([Br:19])[cH:17][cH:18]3)[CH2:6][CH2:7]1.[CH3:26][N:27]([CH3:28])[CH:29]=[O:30].[CH:34]([Cl:35])([Cl:36])[Cl:37].[Na:31][C:32]#[N:33].[OH2:44].[cH:38]1[cH:39][cH:40][cH:41][cH:42][cH:43]1>>[CH3:1][N:2]1[CH2:3][CH2:4][C:5](=[C:8]2[c:9]3[c:10]([cH:20][cH:21][cH:22][cH:23]3)[CH2:11][CH2:12][c:13]3[c:14]2[cH:15][c:16]([C:26]#[N:27])[cH:17][cH:18]3)[CH2:6][CH2:7]1.